Dataset: the Open Reaction Database (ORD), a public repository of structured organic reaction records. Task: describe an organic reaction: reactants, conditions, products, and yield Reactants: [OH-].[Na+] (sodium hydroxide), ClC1=C(C=C2C(NC(S2)=S)=O)C(=CC=C1)Cl (2,6-dichlorobenzylidenerhodanine). Run in O (water). The product is ClC1=CC=CC=2SC(=CC21)C(=O)[O-].[Na+] (sodium 4-chlorobenzo[b]thiophen-2-carboxylate). RXN SMILES: [OH-:1].[Na+:2].Cl[C:4]1[CH:17]=[CH:16][CH:15]=[C:14]([Cl:18])[C:5]=1[CH:6]=[C:7]1[S:11]C(=S)N[C:8]1=[O:13]>O>[Cl:18][C:14]1[C:5]2[CH:6]=[C:7]([C:8]([O-:1])=[O:13])[S:11][C:4]=2[CH:17]=[CH:16][CH:15]=1.[Na+:2] |f:0.1,4.5|. Procedure: After sodium hydroxide (4.55 g) was dissolved in water (50 ml), 2,6-dichlorobenzylidenerhodanine (10.00 g) was added. The mixture was stirred under reflux for 5 hours, and then cooled to room temperature. The precipitated crystals were collected by filtration and washed with cold water to obtain sodium 4-chlorobenzo[b]thiophen-2-carboxylate. The reactants are ClCN1S(=O)(=O)C2=C(C(=C(C(=C2C1=O)CC)OC)C)OC (2-chloromethyl-4-ethyl-5,7-dimethoxy-6-methylsaccharin), [Na].C1(=CC=CC=C1)N1N=NN=C1S (1-phenyltetrazol-5-thiol sodium salt), CCCCCC.C(C)(=O)OCC (hexane ethyl acetate). Run in CN(C=O)C (dimethylformamide). Yields the product C1(=CC=CC=C1)N1N=NN=C1SCN1S(=O)(=O)C2=C(C(=C(C(=C2C1=O)CC)OC)C)OC (2-(1-phenyltetrazol-5-yl)thiomethyl-4-ethyl-5,7-dimethoxy-6-methylsaccharin). The yield is 76.0%. RXN SMILES: Cl[CH2:2][N:3]1[C:13](=[O:14])[C:12]2[C:7](=[C:8]([O:20][CH3:21])[C:9]([CH3:19])=[C:10]([O:17][CH3:18])[C:11]=2[CH2:15][CH3:16])[S:4]1(=[O:6])=[O:5].[Na].[C:23]1([N:29]2[C:33]([SH:34])=[N:32][N:31]=[N:30]2)[CH:28]=[CH:27][CH:26]=[CH:25][CH:24]=1.CCCCCC.C(OCC)(=O)C>CN(C)C=O>[C:23]1([N:29]2[C:33]([S:34][CH2:2][N:3]3[C:13](=[O:14])[C:12]4[C:7](=[C:8]([O:20][CH3:21])[C:9]([CH3:19])=[C:10]([O:17][CH3:18])[C:11]=4[CH2:15][CH3:16])[S:4]3(=[O:6])=[O:5])=[N:32][N:31]=[N:30]2)[CH:24]=[CH:25][CH:26]=[CH:27][CH:28]=1 |f:1.2,3.4,^1:21|. Procedure: By the method of Example 44 condensation of 2-chloromethyl-4-ethyl-5,7-dimethoxy-6-methylsaccharin (0.17 g) and 1-phenyltetrazol-5-thiol sodium salt (0.084 g) in dimethylformamide (4 mL) and purification of the product by flash column chromatography on silica gel using hexane-ethyl acetate (75:25) as eluant afforded 2-(1-phenyltetrazol-5-yl)thiomethyl-4-ethyl-5,7-dimethoxy-6-methylsaccharin, 0.15 g, 76% yield, mp 44°-46° C. Starting materials: C[C@@H]1C(=O)[C@@H]([C@@H]([C@H](O1)OP(=O)(O)OP(=O)(O)OC[C@@H]2[C@H]([C@H]([C@@H](O2)N3C=NC4=C3NC(=NC4=O)N)O)O)O)O (GDP-4-keto-6-deoxymannose), C[C@@H]1C(=O)[C@@H]([C@@H]([C@H](O1)OP(=O)(O)OP(=O)(O)OC[C@@H]2[C@H]([C@H]([C@@H](O2)N3C=NC4=C3NC(=NC4=O)N)O)O)O)O (GDP-4-keto-6-deoxymannose), C1=NC2=C(N1[C@H]3[C@@H]([C@@H]([C@H](O3)COP(=O)(O)OP(=O)(O)O[C@@H]4[C@H]([C@H]([C@@H]([C@H](O4)CO)O)O)O)O)O)NC(=NC2=O)N (GDP-mannose), C=1N=C(C2=C(N1)N(C=N2)[C@H]3[C@@H]([C@@H]([C@H](O3)COP(=O)(O)OP(=O)(O)OC[C@@H]4[C@H]([C@H]([C@@H](O4)N5C=CCC(=C5)C(=O)N)O)O)O)OP(=O)(O)O)N (NADPH), O=C[C@H](O)[C@@H](O)[C@H](O)[C@H](O)CO (glucose), [Mg+2].[Cl-].[Cl-] (MgCl2), C1=NC2=C(N1[C@H]3[C@@H]([C@@H]([C@H](O3)COP(=O)(O)OP(=O)(O)O[C@@H]4[C@H]([C@H]([C@@H]([C@H](O4)CO)O)O)O)O)O)NC(=NC2=O)N (GDP-mannose), C1=NC2=C(N1[C@H]3[C@@H]([C@@H]([C@H](O3)COP(=O)(O)OP(=O)(O)O[C@@H]4[C@H]([C@H]([C@@H]([C@H](O4)CO)O)O)O)O)O)NC(=NC2=O)N (GDP-mannose), O=C[C@H](O)[C@@H](O)[C@H](O)[C@H](O)CO (glucose). Run in O (water). Yields the product CC1C(C(C(C(O1)OP(=O)(O)OP(=O)(O)OCC2C(C(C(O2)N3C=NC4=C3NC(=NC4=O)N)O)O)O)O)O (GDP fucose). As a reaction SMILES: [CH3:1][C@H:2]1[O:8][C@H:7]([O:9][P:10]([O:13][P:14]([O:17][CH2:18][C@H:19]2[O:23][C@@H:22]([N:24]3[C:28]4[NH:29][C:30]([NH2:34])=[N:31][C:32](=[O:33])[C:27]=4[N:26]=[CH:25]3)[C@H:21]([OH:35])[C@@H:20]2[OH:36])([OH:16])=[O:15])([OH:12])=[O:11])[C@@H:6]([OH:37])[C@@H:5]([OH:38])[C:3]1=[O:4].C1N([C@@H]2O[C@H](COP(OP(O[C@H]3O[C@H](CO)[C@@H](O)[C@H](O)[C@@H]3O)(O)=O)(O)=O)[C@@H](O)[C@H]2O)C2NC(N)=NC(=O)C=2N=1.O=C[C@@H]([C@H]([C@@H]([C@@H](CO)O)O)O)O.[Mg+2].[Cl-].[Cl-].C1N=C(N)C2N=CN([C@@H]3O[C@H](COP(OP(OC[C@H]4O[C@@H](N5C=C(C(N)=O)CC=C5)[C@H](O)[C@@H]4O)(O)=O)(O)=O)[C@@H](O)[C@H]3OP(O)(O)=O)C=2N=1>O>[CH3:1][CH:2]1[O:8][CH:7]([O:9][P:10]([O:13][P:14]([O:17][CH2:18][CH:19]2[O:23][CH:22]([N:24]3[C:28]4[NH:29][C:30]([NH2:34])=[N:31][C:32](=[O:33])[C:27]=4[N:26]=[CH:25]3)[CH:21]([OH:35])[CH:20]2[OH:36])([OH:16])=[O:15])([OH:12])=[O:11])[CH:6]([OH:37])[CH:5]([OH:38])[CH:3]1[OH:4] |f:3.4.5|. Procedure: A coupled assay was employed to assay YEF B activity. This was required since its substrate, GDP-4-keto-6-deoxymannose, is unstable and not commercially available. Twenty mUnit of GDP-mannose dehydratase was allowed to react with 480 nMole of GDP-mannose for 20 minutes under standard assay conditions as previously. At this time greater than 90% of the GDP-mannose has been converted to GDP-4-keto-6-deoxymannose, the substrate for YEF B. The following additions were then made: 500 nmole glucose, M... The reactants are C1CCOC1 (THF), Cl (hydrochloric acid), FC=1C=C(C=C(C1F)F)CCC1CCC(CC1)=COC (4-(2'-(3",4",5"-trifluorophenyl)ethyl)methoxymethylenecyclohexane). The solvent is O (water). Run at time 2 hour. Product: FC=1C=C(C=C(C1F)F)CCC1CCC(CC1)C=O (4-(2'-(3",4",5"-trifluorophenyl)ethyl)cyclohexane carbaldehyde). The yield is 89.4%. RXN SMILES: C1COCC1.Cl.[F:7][C:8]1[CH:9]=[C:10]([CH2:16][CH2:17][CH:18]2[CH2:23][CH2:22][C:21](=[CH:24][O:25]C)[CH2:20][CH2:19]2)[CH:11]=[C:12]([F:15])[C:13]=1[F:14]>O>[F:7][C:8]1[CH:9]=[C:10]([CH2:16][CH2:17][CH:18]2[CH2:23][CH2:22][CH:21]([CH:24]=[O:25])[CH2:20][CH2:19]2)[CH:11]=[C:12]([F:15])[C:13]=1[F:14]. Procedure details: THF (100 ml) and 2N-hydrochloric acid (100 ml) were added to 4-(2'-(3",4",5"-trifluorophenyl)ethyl)methoxymethylenecyclohexane (20 g), followed by heating the mixture under reflux with stirring for 2 hours, adding to water (300 ml) after completion of the reaction, extracting with ethyl acetate (300 ml), drying the organic layer over anhydrous MgSO4 and concentrating under reduced pressure, to obtain 4-(2'-(3",4",5"-trifluorophenyl)ethyl)cyclohexane carbaldehyde (17 g).